Task: describe an organic reaction: reactants, conditions, products, and yield. Dataset: the Open Reaction Database (ORD), a public repository of structured organic reaction records Starting materials: C1(=CC=CC=C1)CCCN (3-phenyl-n-propylamine), C(#N)CS(=O)(=O)Cl (cyanomethylsulphonyl chloride), C(C1=CC=CC=C1)NS(=O)(=O)CC#N (N-benzyl cyanomethylsulfonamide). Product: C1(=CC=CC=C1)CCCNS(=O)(=O)CC#N (N-3-Phenyl-n-propyl cyanomethylsulfonamide). RXN SMILES: [C:1]1([CH2:7][CH2:8][CH2:9][NH2:10])[CH:6]=[CH:5][CH:4]=[CH:3][CH:2]=1.[C:11]([CH2:13][S:14](Cl)(=[O:16])=[O:15])#[N:12].C(NS(CC#N)(=O)=O)C1C=CC=CC=1>>[C:1]1([CH2:7][CH2:8][CH2:9][NH:10][S:14]([CH2:13][C:11]#[N:12])(=[O:16])=[O:15])[CH:6]=[CH:5][CH:4]=[CH:3][CH:2]=1. Procedure: N-3-Phenyl-n-propyl cyanomethylsulfonamide was prepared with 3-phenyl-n-propylamine and cyanomethylsulphonyl chloride under the similar conditions as decribed for N-benzyl cyanomethylsulfonamide (Part A, EXAMPLE 12). Starting materials: [OH-].[Li+] (lithium hydroxide), CC=1N(C(=C(C1CC1=C(C=CC=C1)S(=O)(=O)C1=CC=CC=C1)C1=CC=CC=C1)C1=CC=CC=C1)CC(=O)OCC (Ethyl 2-(2-methyl-4,5-diphenyl-3-(2-(phenylsulfonyl)benzyl)-1H-pyrrol-1-yl)acetate), Cl (HCl). Run in C1CCOC1.CO.O (THF MeOH water). Run at time 1 hour. Yields the product CC=1N(C(=C(C1CC1=C(C=CC=C1)S(=O)(=O)C1=CC=CC=C1)C1=CC=CC=C1)C1=CC=CC=C1)CC(=O)O (2-(2-methyl-4,5-diphenyl-3-(2-(phenylsulfonyl)benzyl)-1H-pyrrol-1-yl)acetic acid). Yield: 100.0%. As a reaction SMILES: [CH3:1][C:2]1[N:3]([CH2:35][C:36]([O:38]CC)=[O:37])[C:4]([C:29]2[CH:34]=[CH:33][CH:32]=[CH:31][CH:30]=2)=[C:5]([C:23]2[CH:28]=[CH:27][CH:26]=[CH:25][CH:24]=2)[C:6]=1[CH2:7][C:8]1[CH:13]=[CH:12][CH:11]=[CH:10][C:9]=1[S:14]([C:17]1[CH:22]=[CH:21][CH:20]=[CH:19][CH:18]=1)(=[O:16])=[O:15].[OH-].[Li+].Cl>C1COCC1.CO.O>[CH3:1][C:2]1[N:3]([CH2:35][C:36]([OH:38])=[O:37])[C:4]([C:29]2[CH:30]=[CH:31][CH:32]=[CH:33][CH:34]=2)=[C:5]([C:23]2[CH:24]=[CH:25][CH:26]=[CH:27][CH:28]=2)[C:6]=1[CH2:7][C:8]1[CH:13]=[CH:12][CH:11]=[CH:10][C:9]=1[S:14]([C:17]1[CH:22]=[CH:21][CH:20]=[CH:19][CH:18]=1)(=[O:15])=[O:16] |f:1.2,4.5.6|. Reported procedure: Ethyl 2-(2-methyl-4,5-diphenyl-3-(2-(phenylsulfonyl)benzyl)-1H-pyrrol-1-yl)acetate (0.300 g, 0.546 mmol) was dissolved in a 3:1:1 mixture of THF/MeOH/water (10 ml) and charged with lithium hydroxide (0.065 g, 2.73 mmol). The reaction was stirred at rt for 1 h, at which time LC/MS suggested the reaction was complete. The reaction was acidified with 3 N HCl, and the resulting mixture concentrated to almost dryness (water left), diluted with 3 mL brine solution and extracted 3 times with DCM. The o... Reactants: CC(=O)OC(C)=O, Cc1ccccc1, OCCN1CCNCC1. Yields the product CC(=O)N1CCN(CCO)CC1. Reaction SMILES: [CH3:10][C:11](=[O:12])[O:13][C:14](=[O:15])[CH3:16].[CH3:17][c:18]1[cH:19][cH:20][cH:21][cH:22][cH:23]1.[OH:1][CH2:2][CH2:3][N:4]1[CH2:5][CH2:6][NH:7][CH2:8][CH2:9]1>>[OH:1][CH2:2][CH2:3][N:4]1[CH2:5][CH2:6][N:7]([C:11]([CH3:10])=[O:12])[CH2:8][CH2:9]1. The reactants are solution, C(C(=O)Cl)(=O)Cl (oxalyl chloride), C(C)(C)(C)OC(=O)NC=1SC(=CN1)C(=O)O (2-[(tert-butoxycarbonyl)amino]-1,3-thiazole-5-carboxylic acid). The solvent is ClCCl (dichloromethane), O1CCCC1 (tetrahydrofuran), CN(C=O)C (N,N-dimethylformamide). Reaction conditions: time 4 hour. Yields the product C(C)(C)(C)OC(NC=1SC(=CN1)C(=O)Cl)=O (tert-butyl[5-(chlorocarbonyl)-1,3-thiazol-2-yl]carbamate). Reaction SMILES: [C:1](Cl)(=O)[C:2]([Cl:4])=[O:3].[C:7]([O:11][C:12]([NH:14][C:15]1[S:16]C(C(O)=O)=[CH:18][N:19]=1)=[O:13])([CH3:10])([CH3:9])[CH3:8]>ClCCl.O1CCCC1.CN(C)C=O>[C:7]([O:11][C:12](=[O:13])[NH:14][C:15]1[S:16][C:1]([C:2]([Cl:4])=[O:3])=[CH:18][N:19]=1)([CH3:10])([CH3:8])[CH3:9]. Procedure details: The third step involves adding a 2M solution of oxalyl chloride in dichloromethane to a stirred solution of 2-[(tert-butoxycarbonyl)amino]-1,3-thiazole-5-carboxylic acid in tetrahydrofuran and N,N-dimethylformamide, and then stirring the solution at room temperature for 4 hours. The solvent was evaporated under reduced pressure and in vacuo to obtain tert-butyl[5-(chlorocarbonyl)-1,3-thiazol-2-yl]carbamate. Reactants: C(P(=O)(Cl)Cl)P(=O)(Cl)Cl (methylenebis(phosphonic dichloride)), O (water), OC1=CC=C(C(=O)C2=CC=CC=C2)C=C1 (4-hydroxybenzophenone), N1=CC=CC=C1 (pyridine). The solvent is C(Cl)Cl (DCM). Product: C(C1=CC=CC=C1)(=O)C1=CC=C(CP(=O)(Cl)Cl)C=C1 ((4-benzoylbenzyl)phosphonic dichloride). RXN SMILES: [CH2:1](P(Cl)(Cl)=O)[P:2]([Cl:5])([Cl:4])=[O:3].O[C:11]1[CH:24]=[CH:23][C:14]([C:15]([C:17]2[CH:22]=[CH:21][CH:20]=[CH:19][CH:18]=2)=[O:16])=[CH:13][CH:12]=1.N1C=CC=CC=1.O>C(Cl)Cl>[C:15]([C:17]1[CH:22]=[CH:21][C:20]([CH2:1][P:2]([Cl:5])([Cl:4])=[O:3])=[CH:19][CH:18]=1)(=[O:16])[C:14]1[CH:23]=[CH:24][CH:11]=[CH:12][CH:13]=1. Procedure: A degradable linking agent is formed by reacting methylenebis(phosphonic dichloride) (1 eq) with 4-hydroxybenzophenone (2 eq) in anhydrous DCM using pyridine (2.5 eq) as a base. The resulting product can be converted into its salt to increase water solubility. The reactants are C(C)N(C1=NC=C(C=C1)[N+](=O)[O-])CC (2-diethylamino-5-nitropyridine). The reagents and catalysts are [Pd] (Pd-C). The solvent is CO (methanol). Product: NC=1C=CC(=NC1)N(CC)CC (5-amino-2-diethylaminopyridine). Yield: 94.5%. As a reaction SMILES: [CH2:1]([N:3]([CH2:13][CH3:14])[C:4]1[CH:9]=[CH:8][C:7]([N+:10]([O-])=O)=[CH:6][N:5]=1)[CH3:2]>CO.[Pd]>[NH2:10][C:7]1[CH:8]=[CH:9][C:4]([N:3]([CH2:13][CH3:14])[CH2:1][CH3:2])=[N:5][CH:6]=1. Procedure details: 40 g of the 2-diethylamino-5-nitropyridine was subjected to catalytic reduction in one liter of methanol through the use of 2 g of 10% Pd-C. The catalyst was removed by filtration, and the filtrate was concentrated to give 32 g of 5-amino-2-diethylaminopyridine (yield: 95% oleaginous form). The reactants are C(C)(C)[Mg]Br (isopropyl magnesium bromide), C1(=CC=C(C=C1)S(=O)(=O)C#N)C (4-toluenesulfonyl cyanide), O (water), BrC=1C=CC=2N(C1)C(=CN2)I (6-bromo-3-iodoimidazo[1,2-a]pyridine). The solvent is O1CCCC1 (tetrahydrofuran), C(C)(=O)OCC (ethyl acetate), O1CCCC1 (tetrahydrofuran), O1CCCC1 (tetrahydrofuran). Reaction conditions: temperature 0 celsius, time 30 minute. Product: BrC=1C=CC=2N(C1)C(=CN2)C#N (6-Bromoimidazo[1,2-a]pyridine-3-carbonitrile). Isolated yield 71.6%. As a reaction SMILES: [Br:1][C:2]1[CH:3]=[CH:4][C:5]2[N:6]([C:8](I)=[CH:9][N:10]=2)[CH:7]=1.C([Mg]Br)(C)C.C1(C)C=CC(S([C:26]#[N:27])(=O)=O)=CC=1.O>O1CCCC1.C(OCC)(=O)C>[Br:1][C:2]1[CH:3]=[CH:4][C:5]2[N:6]([C:8]([C:26]#[N:27])=[CH:9][N:10]=2)[CH:7]=1. Reported procedure: Method 2) 80 g of 6-bromo-3-iodoimidazo[1,2-a]pyridine (compound in Production Example 49) was dissolved in 500 mL tetrahydrofuran, and 273 mL of 1.0 M isopropyl magnesium bromide in tetrahydrofuran was slowly added dropwise thereto at 0° C. and stirred for 30 minutes, and 380 mL of 68 g 4-toluenesulfonyl cyanide in tetrahydrofuran was added dropwise slowly over 1 hour, and the mixture was stirred for additional 1.5 hours. The reaction solution was poured into iced water, diluted with ethyl acet... Procedure: A suspension of 1-bromomethyl-2-ethoxycarbonyl-7-trifluoromethylimidazo[1,2-a]quinoxalin-4-(5H)-one (Example 3) (500 mg, 1.2 mmol) in hydrobromic acid (48% in water) (25 ml) was stirred at 80° C. for 16 h. The mixture was concentrated in vacuo, and the residue stirred with water to give 340 mg (73%) of the title compound, which was isolated by filtration. M.p. >250° C. RXN SMILES: [Br:1][CH2:2][C:3]1[N:7]2[C:8]3[C:13]([NH:14][C:15](=[O:16])[C:6]2=[N:5][C:4]=1[C:21]([O:23]CC)=[O:22])=[CH:12][C:11]([C:17]([F:20])([F:19])[F:18])=[CH:10][CH:9]=3>Br>[Br:1][CH2:2][C:3]1[N:7]2[C:8]3[C:13]([NH:14][C:15](=[O:16])[C:6]2=[N:5][C:4]=1[C:21]([OH:23])=[O:22])=[CH:12][C:11]([C:17]([F:20])([F:19])[F:18])=[CH:10][CH:9]=3. Isolated yield 72.6%. Solvent: Br (hydrobromic acid). The product is BrCC1=C(N=C2N1C1=CC=C(C=C1NC2=O)C(F)(F)F)C(=O)O (1-Bromomethyl-2-carboxy-7-trifluoromethylimidazo[1,2-a]quinoxalin-4(5H)-one). Starting materials: BrCC1=C(N=C2N1C1=CC=C(C=C1NC2=O)C(F)(F)F)C(=O)OCC (1-Bromomethyl-2-ethoxycarbonyl-7-trifluoromethylimidazo[1,2-a]quinoxalin-4(5H)-one). Reaction conditions: temperature 80 celsius, time 16 hour.